This data is from the Open Reaction Database (ORD), a public repository of structured organic reaction records. The task is: describe an organic reaction: reactants, conditions, products, and yield The reactants are Cc1nc(-c2ccc(Cl)cc2)c(Br)c2nn(Cc3ccc(C(F)(F)F)nc3)c(=O)n12, C1CCOC1, [K+], [K+], [K+], O=P([O-])([O-])[O-], OB(O)c1ccncc1. Yields the product Cc1nc(-c2ccc(Cl)cc2)c(-c2ccncc2)c2nn(Cc3ccc(C(F)(F)F)nc3)c(=O)n12. Reaction SMILES: [Br:1][c:2]1[c:3]2[n:4]([c:5]([CH3:15])[n:6][c:7]1-[c:8]1[cH:9][cH:10][c:11]([Cl:14])[cH:12][cH:13]1)[c:16](=[O:30])[n:17]([CH2:19][c:20]1[cH:21][n:22][c:23]([C:26]([F:27])([F:28])[F:29])[cH:24][cH:25]1)[n:18]2.[CH2:48]1[O:49][CH2:50][CH2:51][CH2:52]1.[K+:45].[K+:46].[K+:47].[P:40]([O-:41])([O-:42])([O-:43])=[O:44].[n:31]1[cH:32][cH:33][c:34]([B:37]([OH:38])[OH:39])[cH:35][cH:36]1>>[c:2]1(-[c:34]2[cH:33][cH:32][n:31][cH:36][cH:35]2)[c:3]2[n:4]([c:5]([CH3:15])[n:6][c:7]1-[c:8]1[cH:9][cH:10][c:11]([Cl:14])[cH:12][cH:13]1)[c:16](=[O:30])[n:17]([CH2:19][c:20]1[cH:21][n:22][c:23]([C:26]([F:27])([F:28])[F:29])[cH:24][cH:25]1)[n:18]2. Reaction SMILES: [C:1]([c:2]1[cH:3][cH:4][cH:5][cH:6][cH:7]1)(=[O:8])[Cl:9].[Cl:32][CH2:33][Cl:34].[NH2:10][CH2:11][CH2:12][O:13][c:14]1[c:15]([Cl:31])[cH:16][cH:17][c:18]2[c:24]1[CH2:23][CH2:22][N:21]([C:25]([C:26]([F:27])([F:28])[F:29])=[O:30])[CH2:20][CH2:19]2>>[C:1]([c:2]1[cH:3][cH:4][cH:5][cH:6][cH:7]1)(=[O:8])[NH:10][CH2:11][CH2:12][O:13][c:14]1[c:15]([Cl:31])[cH:16][cH:17][c:18]2[c:24]1[CH2:23][CH2:22][N:21]([C:25]([C:26]([F:27])([F:28])[F:29])=[O:30])[CH2:20][CH2:19]2. The reactants are O=C(Cl)c1ccccc1, ClCCl, NCCOc1c(Cl)ccc2c1CCN(C(=O)C(F)(F)F)CC2. The product is O=C(NCCOc1c(Cl)ccc2c1CCN(C(=O)C(F)(F)F)CC2)c1ccccc1. Product: CSC(N)=Nc1ccc(C#N)cc1. Reactants: N#Cc1ccc(NC(N)=S)cc1, CC(C)=O, CI. RXN SMILES: [C:3](#[N:4])[c:5]1[cH:6][cH:7][c:8]([NH:11][C:12](=[S:13])[NH2:14])[cH:9][cH:10]1.[CH3:15][C:16](=[O:17])[CH3:18].[I:1][CH3:2]>>[CH3:2][S:13][C:12](=[N:11][c:8]1[cH:7][cH:6][c:5]([C:3]#[N:4])[cH:10][cH:9]1)[NH2:14]. Reactants: ice water, [H-].[Na+] (sodium hydride), C1(=CC=CC=C1)C(OC1CCN(CC1)CCCO)C1=CC=CC=C1 (4-(diphenylmethoxy)-1-piperidinepropanol), ice water, ClC=1C(=CC=2N(N1)C=C(N2)C(C(=O)OC(C)C)(C)C)C (isopropyl 2-(6-chloro-7methylimidazo[1,2-b]pyridazin-2-yl)-2-methylpropionate). Solvent: CN(C=O)C (N,N-dimethylformamide). Reaction conditions: time 1 hour. Product: C1(=CC=CC=C1)C(OC1CCN(CC1)CCCOC=1C(=CC=2N(N1)C=C(N2)C(C(=O)OC(C)C)(C)C)C)C2=CC=CC=C2 (isopropyl 2-[6-[3-[4-(diphenylmethoxy)piperidino]propoxy]-7-methylimidazo[1,2-b]pyridazin-2-yl]-2-methylpropionate). The yield is 24.9%. As a reaction SMILES: [H-].[Na+].[C:3]1([CH:9]([C:21]2[CH:26]=[CH:25][CH:24]=[CH:23][CH:22]=2)[O:10][CH:11]2[CH2:16][CH2:15][N:14]([CH2:17][CH2:18][CH2:19][OH:20])[CH2:13][CH2:12]2)[CH:8]=[CH:7][CH:6]=[CH:5][CH:4]=1.Cl[C:28]1[C:29]([CH3:46])=[CH:30][C:31]2[N:32]([CH:34]=[C:35]([C:37]([CH3:45])([CH3:44])[C:38]([O:40][CH:41]([CH3:43])[CH3:42])=[O:39])[N:36]=2)[N:33]=1>CN(C)C=O>[C:21]1([CH:9]([C:3]2[CH:4]=[CH:5][CH:6]=[CH:7][CH:8]=2)[O:10][CH:11]2[CH2:16][CH2:15][N:14]([CH2:17][CH2:18][CH2:19][O:20][C:28]3[C:29]([CH3:46])=[CH:30][C:31]4[N:32]([CH:34]=[C:35]([C:37]([CH3:44])([CH3:45])[C:38]([O:40][CH:41]([CH3:42])[CH3:43])=[O:39])[N:36]=4)[N:33]=3)[CH2:13][CH2:12]2)[CH:26]=[CH:25][CH:24]=[CH:23][CH:22]=1 |f:0.1|. Procedure: To 10 ml of N,N-dimethylformamide, 0.16 g of a 60% dispersion of sodium hydride in mineral oil and 1.30 g of 4-(diphenylmethoxy)-1-piperidinepropanol were added, followed by stirring at room temperature under reduced pressure for 1 hour. While the reaction mixture was cooled with ice water, 1.31 g of isopropyl 2-(6-chloro-7methylimidazo[1,2-b]pyridazin-2-yl)-2-methylpropionate was added, followed by stirring at room temperature for 1.5 hours. To the reaction mixture, ice water was added, followe... Reactants: CC=1C=CC=C2C=C(C(=NC12)C1=C(C=CC=C1)C)CO ((8-methyl-2-o-tolylquinolin-3-yl)-methanol), O=S(Cl)Cl (SOCl2). Solvent: C(Cl)(Cl)Cl (CHCl3). Yields the product ClCC=1C(=NC2=C(C=CC=C2C1)C)C1=C(C=CC=C1)C (3-(Chloromethyl)-8-methyl-2-o-tolylquinoline). Reaction SMILES: [CH3:1][C:2]1[CH:3]=[CH:4][CH:5]=[C:6]2[C:11]=1[N:10]=[C:9]([C:12]1[CH:17]=[CH:16][CH:15]=[CH:14][C:13]=1[CH3:18])[C:8]([CH2:19]O)=[CH:7]2.O=S(Cl)[Cl:23]>C(Cl)(Cl)Cl>[Cl:23][CH2:19][C:8]1[C:9]([C:12]2[CH:17]=[CH:16][CH:15]=[CH:14][C:13]=2[CH3:18])=[N:10][C:11]2[C:6]([CH:7]=1)=[CH:5][CH:4]=[CH:3][C:2]=2[CH3:1]. Procedure: Prepared according to Procedure C using (8-methyl-2-o-tolylquinolin-3-yl)-methanol (670 mg, 2.5 mmol) and SOCl2 (0.91 mL, 5 eq) in CHCl3 (10 mL). After isolation, the resultant oil was carried on crude without purification for the next step.